This data is from the Open Reaction Database (ORD), a public repository of structured organic reaction records. The task is: describe an organic reaction: reactants, conditions, products, and yield Starting materials: C(C1=CC=CC=C1)=O (benzaldehyde), cyclic sulfate, OC[C@H](O)[C@@H](O)[C@H](O)[C@H](O)CO (D-sorbitol), OC[C@H](O)[C@@H](O)[C@H](O)[C@H](O)CO (D-sorbitol). Solvent: Cl (hydrochloric acid), O (water). Product: C1=CC=C(C=C1)C2O[C@H]([C@H]([C@H](O2)[C@@H](CO)O)O)CO (2,4-O-benzylidene-D-glucitol). RXN SMILES: [OH:1][CH2:2][C@@H:3]([C@H:5]([C@@H:7]([C@@H:9]([CH2:11][OH:12])[OH:10])[OH:8])[OH:6])[OH:4].[CH:13](=O)[C:14]1[CH:19]=[CH:18][CH:17]=[CH:16][CH:15]=1>Cl.O>[CH:17]1[CH:18]=[CH:19][C:14]([CH:13]2[O:6][C@H:5]([C@H:3]([OH:4])[CH2:2][OH:1])[C@H:7]([OH:8])[C@H:9]([CH2:11][OH:12])[O:10]2)=[CH:15][CH:16]=1. Reported procedure: The synthesis of the cyclic sulfate 197, as depicted in Scheme 43, started from the commercially available D-sorbitol (198). Following the reported method by Kuszmann et al.,98 D-sorbitol was first treated with benzaldehyde in hydrochloric acid and water to give 2,4-O-benzylidene-D-glucitol (199). Compound 199 was then reacted with 2,2-dimethoxypropene to afford the 2,4-O-benzylidene-5,6-O-isopropylidene-D-glucitol (200).98 The glucitol derivative 200 was then converted to the cyclic sulfite by ... The reactants are ClC1=CC2=C(C=3N(CCO2)C=C(N3)C3=NC(=NN3CC(F)(F)F)CO)C=N1 ((5-(9-chloro-5,6-dihydroimidazo[1,2-d]pyrido[3,4-f][1,4]oxazepin-2-yl)-1-(2,2,2-trifluoroethyl)-1H-1,2,4-triazol-3-yl)methanol), Cl.CNC (dimethylamine-HCl). Yields the product CN(C1=CC2=C(C=3N(CCO2)C=C(N3)C3=NC(=NN3CC(F)(F)F)CO)C=N1)C ((5-(9-(dimethylamino)-5,6-dihydroimidazo[1,2-d]pyrido[3,4-f][1,4]oxazepin-2-yl)-1-(2,2,2-trifluoro ethyl)-1H-1,2,4-triazol-3-yl)methanol). Reaction SMILES: Cl[C:2]1[N:27]=[CH:26][C:5]2[C:6]3[N:7]([CH:11]=[C:12]([C:14]4[N:18]([CH2:19][C:20]([F:23])([F:22])[F:21])[N:17]=[C:16]([CH2:24][OH:25])[N:15]=4)[N:13]=3)[CH2:8][CH2:9][O:10][C:4]=2[CH:3]=1.Cl.[CH3:29][NH:30][CH3:31]>>[CH3:29][N:30]([CH3:31])[C:2]1[N:27]=[CH:26][C:5]2[C:6]3[N:7]([CH:11]=[C:12]([C:14]4[N:18]([CH2:19][C:20]([F:23])([F:22])[F:21])[N:17]=[C:16]([CH2:24][OH:25])[N:15]=4)[N:13]=3)[CH2:8][CH2:9][O:10][C:4]=2[CH:3]=1 |f:1.2|. Reported procedure: (5-(9-chloro-5,6-dihydroimidazo[1,2-d]pyrido[3,4-f][1,4]oxazepin-2-yl)-1-(2,2,2-trifluoroethyl)-1H-1,2,4-triazol-3-yl)methanol 387 was reacted with dimethylamine-HCl to give 394 (11 mg) as a colorless solid. LCMS: 410.1. 1H NMR (400 MHz, DMSO) δ 9.06 (s, 1H), 7.94 (s, 1H), 6.13 (s, 1H), 5.84 (q, J=8.9 Hz, 2H), 5.32 (t, J=6.1 Hz, 1H), 4.50 (m, 4H), 4.45 (d, J=6.0 Hz, 2H), 3.05 (s, 6H) The reactants are COc1ccc2c(C(=O)O)cccc2c1Br, CC(=O)O. Yields the product O=C(O)c1cccc2c(Br)c(O)ccc12. As a reaction SMILES: [Br:1][c:2]1[c:3]2[cH:4][cH:5][cH:6][c:7]([C:14](=[O:15])[OH:16])[c:8]2[cH:9][cH:10][c:11]1[O:12][CH3:13].[CH3:17][C:18](=[O:19])[OH:20]>>[Br:1][c:2]1[c:3]2[cH:4][cH:5][cH:6][c:7]([C:14](=[O:15])[OH:16])[c:8]2[cH:9][cH:10][c:11]1[OH:12]. The reactants are IC=1C=C2C(C(NC2=CC1)=O)=O (5-iodo-1H-indole-2,3-dione), C(=O)(C(F)(F)F)O (TFA), COC(CCC1=CC=C(C=C1)S(=O)(=O)NC1=CC=C(C(=O)NNC(=O)OC(C)(C)C)C=C1)=O (tert-butyl 2-[4-({[4-(3-methoxy-3-oxopropyl)phenyl]sulfonyl}amino)benzoyl]hydrazinecarboxylate). Procedure details: Following the general method as outlined in Example 1, into a suspension of 5-iodo-1H-indole-2,3-dione in acetic acid in the presence of 5% TFA was added tert-butyl 2-[4-({[4-(3-methoxy-3-oxopropyl)phenyl]sulfonyl}amino)benzoyl]hydrazinecarboxylate. After stirring at 100° C., the reaction mixture was cooled to rt and a yellow solid precipitated out. Filtration on a fritté, washing with AcOH, water and drying under vacuo at 60° C. for 60 min gave 206 mg of the title compound (87%) as a yellow sol... Run in C(C)(=O)O (acetic acid). The yield is 87.0%. Reaction SMILES: [I:1][C:2]1[CH:3]=[C:4]2[C:8](=[CH:9][CH:10]=1)[NH:7][C:6](=[O:11])[C:5]2=O.C(O)(C(F)(F)F)=O.[CH3:20][O:21][C:22](=[O:52])[CH2:23][CH2:24][C:25]1[CH:30]=[CH:29][C:28]([S:31]([NH:34][C:35]2[CH:51]=[CH:50][C:38]([C:39]([NH:41][NH:42]C(OC(C)(C)C)=O)=[O:40])=[CH:37][CH:36]=2)(=[O:33])=[O:32])=[CH:27][CH:26]=1>C(O)(=O)C>[I:1][C:2]1[CH:3]=[C:4]2[C:8](=[CH:9][CH:10]=1)[NH:7][C:6](=[O:11])[C:5]2=[N:42][NH:41][C:39]([C:38]1[CH:37]=[CH:36][C:35]([NH:34][S:31]([C:28]2[CH:29]=[CH:30][C:25]([CH2:24][CH2:23][C:22]([O:21][CH3:20])=[O:52])=[CH:26][CH:27]=2)(=[O:33])=[O:32])=[CH:51][CH:50]=1)=[O:40]. Run at temperature 100 celsius. Yields the product IC=1C=C2C(C(NC2=CC1)=O)=NNC(=O)C1=CC=C(C=C1)NS(=O)(=O)C1=CC=C(C=C1)CCC(=O)OC (methyl 3-(4-{[(4-{[2-(5-iodo-2-oxo-1,2-dihydro-3H-indol-3-ylidene)hydrazino]carbonyl}phenyl)amino]sulfonyl}phenyl)propanoate). Reactants: C1=C(C=CC2=CC=CC=C12)C(=O)Cl (2-naphthoyl chloride), C(C)(C)[N-]C(C)C.[Li+] (Lithium diisopropylamide), solution, C(C)(=O)OCC\C=C/CC (cis 3-Hexenyl acetate). Run in C1CCOC1 (THF), C1CCOC1 (THF). Reaction conditions: temperature -20 celsius, time 15 minute. The product is C1=C(C=CC2=CC=CC=C12)C(CC(=O)OCC\C=C/CC)=O (cis 3-hexen-1-yl 3-(β-naphthyl)-3-oxo-propionate). As a reaction SMILES: C([N-]C(C)C)(C)C.[Li+].[C:9]([O:12][CH2:13][CH2:14]/[CH:15]=[CH:16]\[CH2:17][CH3:18])(=[O:11])[CH3:10].[CH:19]1[C:28]2[C:23](=[CH:24][CH:25]=[CH:26][CH:27]=2)[CH:22]=[CH:21][C:20]=1[C:29](Cl)=[O:30]>C1COCC1>[CH:19]1[C:28]2[C:23](=[CH:24][CH:25]=[CH:26][CH:27]=2)[CH:22]=[CH:21][C:20]=1[C:29](=[O:30])[CH2:10][C:9]([O:12][CH2:13][CH2:14]/[CH:15]=[CH:16]\[CH2:17][CH3:18])=[O:11] |f:0.1|. Procedure: Lithium diisopropylamide (133.0 mL of a 2.0 M solution, 0.266 mol) is placed into a 500 mL three-necked round-bottomed flask fitted with a magnetic stirrer, internal thermometer, argon inlet, and addition funnel. The flask is cooled to -78° C. cis 3-Hexenyl acetate (17.80 g, 0.125 mol) is dissolved in THF (10 mL) and the resulting solution added to the flask over 45 min. Once addition is complete, the mixture is stirred for an additional 15 min. before being treated with a solution of 2-naphthoy...